Task: describe an organic reaction: reactants, conditions, products, and yield. Dataset: the Open Reaction Database (ORD), a public repository of structured organic reaction records Starting materials: C(C)(=O)Cl (acetyl chloride), C(C1=CC=CC=C1)OC(=O)N[C@@H](CI)C(=O)OC (methyl N-((benzyloxy)carbonyl)-3-iodo-L-alaninate), BrCCBr (1,2-dibromoethane), Cl[Si](C)(C)C (chlorotrimethylsilane). Reagents/catalysts: Cl[Pd]([P](C1=CC=CC=C1)(C2=CC=CC=C2)C3=CC=CC=C3)([P](C4=CC=CC=C4)(C5=CC=CC=C5)C6=CC=CC=C6)Cl (bis(triphenylphosphine)palladium chloride), [Cu].[Zn] (zinc-copper couple). The solvent is C1=CC=CC=C1 (benzene), CN(C(C)=O)C (N,N-dimethylacetamide). Yields the product C(C1=CC=CC=C1)OC(=O)N[C@@H](CC(C)=O)C(=O)OC (methyl N-((benzyloxy)carbonyl)-4-oxo-L-norvalinate). Reaction SMILES: [CH2:1]([O:8][C:9]([NH:11][C@H:12]([C:15]([O:17][CH3:18])=[O:16])[CH2:13]I)=[O:10])[C:2]1[CH:7]=[CH:6][CH:5]=[CH:4][CH:3]=1.BrCCBr.Cl[Si](C)(C)C.[C:28](Cl)(=[O:30])[CH3:29]>C1C=CC=CC=1.CN(C)C(=O)C.[Cu].[Zn].Cl[Pd](Cl)([P](C1C=CC=CC=1)(C1C=CC=CC=1)C1C=CC=CC=1)[P](C1C=CC=CC=1)(C1C=CC=CC=1)C1C=CC=CC=1>[CH2:1]([O:8][C:9]([NH:11][C@H:12]([C:15]([O:17][CH3:18])=[O:16])[CH2:13][C:28](=[O:30])[CH3:29])=[O:10])[C:2]1[CH:7]=[CH:6][CH:5]=[CH:4][CH:3]=1 |f:6.7,^1:48,67|. Procedure details: A mixture of methyl N-((benzyloxy)carbonyl)-3-iodo-L-alaninate (10 g, 27.5 mmol), from Step 1, zinc-copper couple (3.3 g) in benzene (110 mL) and N,N-dimethylacetamide (7.4 mL) was sonicated in an ultra-sound bath for 2 hours. Over this period, 3 portions of 1,2-dibromoethane (0.24 mL) and chlorotrimethylsilane (0.17 mL) were added. To this mixture was then added bis(triphenylphosphine)palladium chloride (0.958 g, 1.4 mmol) and acetyl chloride (2.5 mL, 35.2 mmol) and the mixture was heated at 70... The solvent is CCCCCC (Hexane). Procedure details: During a 40 minute period, and at temperatures starting from 25° C. and ending at 47° C., 69.15 grams (0.580 mole) of methylaminoacetaldehyde dimethylacetate was added dropwise to a 300 ml benzene solution containing 143.3 g. (0.580 mole) of the 5-(1-phenoxyethyl)-1,3,4-thiadiazol-2-yl isocyanate isomer (prepared above) and the resulting solution was refluxed for 15 minutes to form a yellow solution. Hexane (1000 ml) was added and the resulting solution was heated on a steam bath, and then seede... Reaction SMILES: CC(C)[C:3](O)=[O:4].[CH3:7][NH:8][CH2:9][CH:10]=[O:11].[CH:12]1C=CC=CC=1.[O:18]([CH:25]([C:27]1[S:31][C:30]([N:32]=[C:33]=[O:34])=[N:29][N:28]=1)[CH3:26])[C:19]1[CH:24]=[CH:23][CH:22]=[CH:21][CH:20]=1>CCCCCC>[O:18]([CH:25]([C:27]1[S:31][C:30]([NH:32][C:33](=[O:34])[N:8]([CH3:7])[CH2:9][CH:10]([O:4][CH3:3])[O:11][CH3:12])=[N:29][N:28]=1)[CH3:26])[C:19]1[CH:20]=[CH:21][CH:22]=[CH:23][CH:24]=1 |f:0.1|. Product: O(C1=CC=CC=C1)C(C)C1=NN=C(S1)NC(N(CC(OC)OC)C)=O (3-[5-(1-phenoxyethyl)-1,3,4-thiadiazol-2-yl]-1-methyl-1-(2,2-dimethoxyethyl)urea). The reactants are CC(C(=O)O)C.CNCC=O (methylaminoacetaldehyde dimethylacetate), C1=CC=CC=C1 (benzene), O(C1=CC=CC=C1)C(C)C1=NN=C(S1)N=C=O (5-(1-phenoxyethyl)-1,3,4-thiadiazol-2-yl isocyanate). Conditions: time 40 minute.